Dataset: the Open Reaction Database (ORD), a public repository of structured organic reaction records. Task: describe an organic reaction: reactants, conditions, products, and yield Reactants: ON1N=NC2=C1C=CC=C2 (1-Hydroxy-1H-benzotriazole), Cl.CN(CCCN=C=NCC)C ((3-Dimethylamino-propyl)-ethyl-carbodiimide.hydrochloride), C(C)N(C(C)C)C(C)C (N-ethyl-N-(1-methylethyl)-2-propanamine), Cl.CNC (dimethylamine hydrochloride), FC=1C=C(C=CC1F)NC1=NN(C(=N1)CCC(=O)O)C1=CC2=C(OCCO2)C=C1 (3-[(3,4-Difluorophenyl)amino]-1-(2,3-dihydro-1,4-benzodioxin-6-yl)-1H-1,2,4-triazole-5-propanoic acid). The solvent is CN(C)C=O (DMF), O (water). Run at time 3 hour. Yields the product FC=1C=C(C=CC1F)NC1=NN(C(=N1)CCC(=O)N(C)C)C1=CC2=C(OCCO2)C=C1 (3-[(3,4-Difluorophenyl)amino]-1-(2,3-dihydro-1,4-benzodioxin-6-yl)-N,N-dimethyl-1H-1,2,4-triazole-5-propanamide). Reaction SMILES: [F:1][C:2]1[CH:3]=[C:4]([NH:9][C:10]2[N:14]=[C:13]([CH2:15][CH2:16][C:17]([OH:19])=O)[N:12]([C:20]3[CH:29]=[CH:28][C:23]4[O:24][CH2:25][CH2:26][O:27][C:22]=4[CH:21]=3)[N:11]=2)[CH:5]=[CH:6][C:7]=1[F:8].ON1C2C=CC=CC=2N=N1.Cl.[CH3:41][N:42](C)[CH2:43]CCN=C=NCC.C(N(C(C)C)C(C)C)C.Cl.CNC>CN(C=O)C.O>[F:1][C:2]1[CH:3]=[C:4]([NH:9][C:10]2[N:14]=[C:13]([CH2:15][CH2:16][C:17]([N:42]([CH3:43])[CH3:41])=[O:19])[N:12]([C:20]3[CH:29]=[CH:28][C:23]4[O:24][CH2:25][CH2:26][O:27][C:22]=4[CH:21]=3)[N:11]=2)[CH:5]=[CH:6][C:7]=1[F:8] |f:2.3,5.6|. Procedure: Compound E1 (prepared according to Ex.1) (0.00062 mol) was dissolved in DMF (5 ml). 1-Hydroxy-1H-benzotriazole (0.00186 mol), (3-Dimethylamino-propyl)-ethyl-carbodiimide.hydrochloride (1:1) (0.00186 mol) and N-ethyl-N-(1-methylethyl)-2-propanamine (0.00248 mol) were added, followed by addition of dimethylamine hydrochloride (1:1) (0.00124 mol). The reaction mixture was stirred for 3 hours at r.t. The reaction mixture was poured into water. The mixture was extracted with CHCl3. The organic layer ... Isolated yield 28.3%. Starting materials: N1CCC(CC1)C1=NOC2=C1C=CC=C2 (3-(4-piperidyl)-1,2-benzisoxazole), C(C)N(CCCCl)CC (3-diethylaminopropyl chloride), [I-].[K+] (potassium iodide), C([O-])(O)=O.[Na+] (sodium bicarbonate), C(\C=C\C(=O)O)(=O)O (fumaric acid). As a reaction SMILES: [NH:1]1[CH2:6][CH2:5][CH:4]([C:7]2[C:11]3[CH:12]=[CH:13][CH:14]=[CH:15][C:10]=3[O:9][N:8]=2)[CH2:3][CH2:2]1.[CH2:16]([N:18]([CH2:23][CH3:24])[CH2:19][CH2:20][CH2:21]Cl)[CH3:17].[I-].[K+].C(=O)(O)[O-].[Na+].[C:32]([OH:39])(=[O:38])/[CH:33]=[CH:34]/[C:35]([OH:37])=[O:36]>C(O)CCC.C(#N)C>[C:32]([OH:39])(=[O:38])/[CH:33]=[CH:34]/[C:35]([OH:37])=[O:36].[C:32]([OH:39])(=[O:38])/[CH:33]=[CH:34]/[C:35]([OH:37])=[O:36].[CH2:16]([N:18]([CH2:23][CH3:24])[CH2:19][CH2:20][CH2:21][N:1]1[CH2:2][CH2:3][CH:4]([C:7]2[C:11]3[CH:12]=[CH:13][CH:14]=[CH:15][C:10]=3[O:9][N:8]=2)[CH2:5][CH2:6]1)[CH3:17] |f:2.3,4.5,9.10.11|. Reported procedure: A suspension of 4.0 g of 3-(4-piperidyl)-1,2-benzisoxazole, 3.2 g of 3-diethylaminopropyl chloride, 3.0 g of potassium iodide and 5.0 g of sodium bicarbonate in 100 ml of butanol was heated under reflux for 2 hrs, cooled to room temperature and filtered. The filitrate was washed with water and extracted with ether (3 times). The ether extracts were dried over anhydrous sodium sulfate, filtered and evaporated to give an oil. The oil was dissolved in 10 ml of acetonitrile and 4.2 g of fumaric acid... Run in C(CCC)O (butanol), C(C)#N (acetonitrile). Conditions: time 2 hour. Yields the product C(\C=C\C(=O)O)(=O)O.C(\C=C\C(=O)O)(=O)O.C(C)N(CCCN1CCC(CC1)C1=NOC2=C1C=CC=C2)CC (3-[1-(3-Diethylaminopropyl)-4-piperidyl]-1,2-benzisoxazole difumarate). Starting materials: C(CCC)[Li] (n-butyllithium), C(CCCCCCC)OC=1N=NC(=CC1)Cl (3-octyloxy-6-chloropyridazine), B(O)O (boronic acid). The reagents and catalysts are [Cl-].[Cl-].[Zn+2] (ZnCl2). The solvent is C(C)OCC (diethyl ether), CCCCCC (hexane), C1CCOC1 (THF). Reaction conditions: temperature -78 celsius, time 30 minute. The product is C(CCCCCCC)OC=1N=NC(=CC1)B(O)O (3-Octyloxy-6-pyridazineboronic acid). RXN SMILES: [CH2:1]([O:9][C:10]1[N:11]=[N:12][C:13](Cl)=[CH:14][CH:15]=1)[CH2:2][CH2:3][CH2:4][CH2:5][CH2:6][CH2:7][CH3:8].C([Li])CCC.[BH:22]([OH:24])[OH:23]>C1COCC1.CCCCCC.C(OCC)C.[Cl-].[Cl-].[Zn+2]>[CH2:1]([O:9][C:10]1[N:11]=[N:12][C:13]([B:22]([OH:24])[OH:23])=[CH:14][CH:15]=1)[CH2:2][CH2:3][CH2:4][CH2:5][CH2:6][CH2:7][CH3:8] |f:6.7.8|. Procedure details: 17.1 g (70.6 mmol) of 3-octyloxy-6-chloropyridazine are dissolved in 100 ml of absolute THF and cooled to -78° C. under a protective gas. 47.1 ml (75.2 mmol) of 1.6 molar n-butyllithium solution in hexane are then added dropwise over the course of 30 minutes. The mixture is stirred at -78° C. for a further 30 minutes. 216 ml (215.7 mmol) of 1.0 molar ZnCl2 solution in diethyl ether are subsequently slowly added dropwise, during which the temperature must not exceed -60° C. When the addition is c... Starting materials: BrC1=CC=C2\C(\C(NC2=C1)=O)=C\1/OC(C(=C1)N1CCOCC1)(C)C ((3E)-6-bromo-3-(5,5-dimethyl-4-morpholin-4-ylfuran-2(5H)-ylidene)-1,3-dihydro-2H-indol-2-one), NC1=CC=C(C=C1)NC(C)=O (N-(4-aminophenyl)acetamide), C1(CCCCC1)P(C1CCCCC1)C1=C(C=CC=C1)C1=C(C=CC=C1)N(C)C (dicyclohexylphosphino-2′-(N,N-dimethylamino)biphenyl), [Li+].C[Si](C)(C)[N-][Si](C)(C)C (LiHMDS). Reagents/catalysts: C=1C=CC(=CC1)/C=C/C(=O)/C=C/C2=CC=CC=C2.C=1C=CC(=CC1)/C=C/C(=O)/C=C/C2=CC=CC=C2.C=1C=CC(=CC1)/C=C/C(=O)/C=C/C2=CC=CC=C2.[Pd].[Pd] (Pd2(dba)3). Run in C1CCOC1 (THF), C1CCOC1 (THF). Reaction conditions: temperature 62 celsius. Product: CC1(C(=C/C(/O1)=C/1\C(NC2=CC(=CC=C12)NC=1C=C(C=CC1)NC(C)=O)=O)N1CCOCC1)C (N-(3-{[(3E)-3-(5,5-Dimethyl-4-morpholin-4-ylfuran-2(5H)-ylidene)-2-oxo-2,3-dihydro-1H-indol-6-yl]amino}phenyl)acetamide). Reaction SMILES: Br[C:2]1[CH:10]=[C:9]2[C:5](/[C:6](=[C:12]3\[O:13][C:14]([CH3:24])([CH3:23])[C:15]([N:17]4[CH2:22][CH2:21][O:20][CH2:19][CH2:18]4)=[CH:16]\3)/[C:7](=[O:11])[NH:8]2)=[CH:4][CH:3]=1.N[C:26]1[CH:31]=[CH:30][C:29]([NH:32][C:33](=[O:35])[CH3:34])=[CH:28][CH:27]=1.C1(P(C2C=CC=CC=2C2C=CC=CC=2[N:61](C)C)C2CCCCC2)CCCCC1.[Li+].C[Si]([N-][Si](C)(C)C)(C)C>C1COCC1.C1C=CC(/C=C/C(/C=C/C2C=CC=CC=2)=O)=CC=1.C1C=CC(/C=C/C(/C=C/C2C=CC=CC=2)=O)=CC=1.C1C=CC(/C=C/C(/C=C/C2C=CC=CC=2)=O)=CC=1.[Pd].[Pd]>[CH3:23][C:14]1([CH3:24])[O:13]/[C:12](=[C:6]2/[C:7](=[O:11])[NH:8][C:9]3[C:5]/2=[CH:4][CH:3]=[C:2]([NH:61][C:27]2[CH:28]=[C:29]([NH:32][C:33](=[O:35])[CH3:34])[CH:30]=[CH:31][CH:26]=2)[CH:10]=3)/[CH:16]=[C:15]1[N:17]1[CH2:22][CH2:21][O:20][CH2:19][CH2:18]1 |f:3.4,6.7.8.9.10|. Procedure: A 25 mL reaction flask was charged with (3E)-6-bromo-3-(5,5-dimethyl-4-morpholin-4-ylfuran-2(5H)-ylidene)-1,3-dihydro-2H-indol-2-one (100 mg, 0.26 mmol), N-(4-aminophenyl)acetamide (46 mg, 0.31 mmol), dicyclohexylphosphino-2′-(N,N-dimethylamino)biphenyl (4.9 mg, 0.012 mmol), Pd2(dba)3 (4.8 mg, 0.0052 mmol), 1M LiHMDS in THF (0.83 mL, 0.83 mmol) and dry THF (10 mL). The mixture was purged with nitrogen and heated in 62° C. bath under nitrogen for 2 hours. After cooling to room temperature, the re... Starting materials: CCN(C(C)C)C(C)C, N#Cc1ccc(C(=O)Cl)c(Cl)c1, ClCCl, c1ccc2c(c1)Cn1cccc1CN2. The product is N#Cc1ccc(C(=O)N2Cc3cccn3Cc3ccccc32)c(Cl)c1. RXN SMILES: [CH:15]([N:16]([CH:17]([CH3:18])[CH3:19])[CH2:20][CH3:21])([CH3:22])[CH3:23].[Cl:24][c:25]1[c:26]([C:27](=[O:28])[Cl:29])[cH:30][cH:31][c:32]([C:34]#[N:35])[cH:33]1.[Cl:36][CH2:37][Cl:38].[cH:1]1[cH:2][cH:3][n:4]2[c:5]1[CH2:6][NH:7][c:8]1[c:9]([cH:11][cH:12][cH:13][cH:14]1)[CH2:10]2>>[cH:1]1[cH:2][cH:3][n:4]2[c:5]1[CH2:6][N:7]([C:27]([c:26]1[c:25]([Cl:24])[cH:33][c:32]([C:34]#[N:35])[cH:31][cH:30]1)=[O:28])[c:8]1[c:9]([cH:11][cH:12][cH:13][cH:14]1)[CH2:10]2.